Dataset: the Open Reaction Database (ORD), a public repository of structured organic reaction records. Task: describe an organic reaction: reactants, conditions, products, and yield Reactants: [OH-].[Na+] (sodium hydroxide), CN1C(NC2=C1C=C(C=C2)C(=O)OC)=O (methyl 3-methyl-2-oxo-2,3-dihydro-1H-benzo[d]imidazole-5-carboxylate), [OH-].[Na+] (sodium hydroxide). Solvent: CO (methanol). Conditions: temperature 65 celsius, time 16 hour. Product: CN1C(NC2=C1C=C(C=C2)C(=O)O)=O (3-methyl-2-oxo-2,3-dihydro-1H-benzo[d]imidazole-5-carboxylic acid). Isolated yield 59.7%. Reaction SMILES: [OH-].[Na+].[CH3:3][N:4]1[C:8]2[CH:9]=[C:10]([C:13]([O:15]C)=[O:14])[CH:11]=[CH:12][C:7]=2[NH:6][C:5]1=[O:17]>CO>[CH3:3][N:4]1[C:8]2[CH:9]=[C:10]([C:13]([OH:15])=[O:14])[CH:11]=[CH:12][C:7]=2[NH:6][C:5]1=[O:17] |f:0.1|. Procedure details: Add 1N sodium hydroxide (6.1 mL, 6.1 mmol) to a suspension of methyl 3-methyl-2-oxo-2,3-dihydro-1H-benzo[d]imidazole-5-carboxylate (420 mg, 2.04 mmol) in methanol (10 mL). The suspension turned to a solution upon addition of 1N sodium hydroxide. Stir at 65° C. for 16 hours. Cool to room temperature then concentrate to remove the methanol. Extract the aqueous with ethyl acetate (5 mL). Acidify the aqueous with 2N hydrogen chloride (3 mL) to pH˜2. Concentrate the aqueous layer to a solid. Triturat... Starting materials: O=C(O)C(Br)CCc1ccccc1, O=C([O-])[O-], Cl, [K+], [K+], O, CC(S)C(=O)N1CCCC1C(=O)O. Yields the product CC(SC(CCc1ccccc1)C(=O)O)C(=O)N1CCCC1C(=O)O. Reaction SMILES: [Br:20][CH:21]([C:22](=[O:23])[OH:24])[CH2:25][CH2:26][c:27]1[cH:28][cH:29][cH:30][cH:31][cH:32]1.[C:14](=[O:15])([O-:16])[O-:17].[ClH:33].[K+:18].[K+:19].[OH2:34].[SH:1][CH:2]([C:3](=[O:4])[N:5]1[CH:6]([C:10](=[O:11])[OH:12])[CH2:7][CH2:8][CH2:9]1)[CH3:13]>>[S:1]([CH:2]([C:3](=[O:4])[N:5]1[CH:6]([C:10](=[O:11])[OH:12])[CH2:7][CH2:8][CH2:9]1)[CH3:13])[CH:21]([C:22](=[O:23])[OH:24])[CH2:25][CH2:26][c:27]1[cH:28][cH:29][cH:30][cH:31][cH:32]1. The reactants are ClC1=CC(=NC2=NC=CC=C12)C1=C(C=CC(=C1)C(F)(F)F)F (4-chloro-2-(2-fluoro-5-trifluoromethyl-phenyl)-[1,8]naphthyridine), NC1=C(C=NC=C1)CO (4-amino-3-hydroxymethylpyridine), CC1(C2=C(C(=CC=C2)P(C3=CC=CC=C3)C4=CC=CC=C4)OC5=C(C=CC=C51)P(C6=CC=CC=C6)C7=CC=CC=C7)C (xantphos). Reagents/catalysts: C=1C=CC(=CC1)/C=C/C(=O)/C=C/C2=CC=CC=C2.C=1C=CC(=CC1)/C=C/C(=O)/C=C/C2=CC=CC=C2.C=1C=CC(=CC1)/C=C/C(=O)/C=C/C2=CC=CC=C2.[Pd].[Pd] (Pd2 (dba)3). The solvent is O1CCOCC1 (dioxane). The product is FC1=C(C=C(C=C1)C(F)(F)F)C1=NC2=NC=CC=C2C(=C1)NC1=C(C=NC=C1)CO ({4-[2-(2-fluoro-5-trifluoromethyl-phenyl)-[1,8]naphthyridin-4-ylamino]-pyridin-3-yl}-methanol). Isolated yield 31.0%. As a reaction SMILES: Cl[C:2]1[C:11]2[C:6](=[N:7][CH:8]=[CH:9][CH:10]=2)[N:5]=[C:4]([C:12]2[CH:17]=[C:16]([C:18]([F:21])([F:20])[F:19])[CH:15]=[CH:14][C:13]=2[F:22])[CH:3]=1.[NH2:23][C:24]1[CH:29]=[CH:28][N:27]=[CH:26][C:25]=1[CH2:30][OH:31].CC1(C)C2C(=C(P(C3C=CC=CC=3)C3C=CC=CC=3)C=CC=2)OC2C(P(C3C=CC=CC=3)C3C=CC=CC=3)=CC=CC1=2>O1CCOCC1.C1C=CC(/C=C/C(/C=C/C2C=CC=CC=2)=O)=CC=1.C1C=CC(/C=C/C(/C=C/C2C=CC=CC=2)=O)=CC=1.C1C=CC(/C=C/C(/C=C/C2C=CC=CC=2)=O)=CC=1.[Pd].[Pd]>[F:22][C:13]1[CH:14]=[CH:15][C:16]([C:18]([F:21])([F:20])[F:19])=[CH:17][C:12]=1[C:4]1[CH:3]=[C:2]([NH:23][C:24]2[CH:29]=[CH:28][N:27]=[CH:26][C:25]=2[CH2:30][OH:31])[C:11]2[C:6](=[N:7][CH:8]=[CH:9][CH:10]=2)[N:5]=1 |f:4.5.6.7.8|. Procedure: 150 mg 4-chloro-2-(2-fluoro-5-trifluoromethyl-phenyl)-[1,8]naphthyridine and 57 mg 4-amino-3-hydroxymethylpyridine in 6 ml dioxane containing 299 mg Cs2CO3, 8 mg Pd2 (dba)3 and 10 mg xantphos were incubated under argon gas at 90° C. for 18 hrs. After evaporation to dryness the crude sample was flashed on SiO2 with a MeOH gradient in DCM. A pooled fraction was evaporated to give 59 mg product {4-[2-(2-fluoro-5-trifluoromethyl-phenyl)-[1,8]naphthyridin-4-ylamino]-pyridin-3-yl}-methanol with Rt˜1.4... Starting materials: CC(C)(C)OC(=O)N1CCC(=O)CC1, C1COCCN1, c1ccccc1. Yields the product CC(C)(C)OC(=O)N1CC=C(N2CCOCC2)CC1. As a reaction SMILES: [C:1]([CH3:2])([CH3:3])([CH3:4])[O:5][C:6](=[O:7])[N:8]1[CH2:9][CH2:10][C:11](=[O:14])[CH2:12][CH2:13]1.[CH2:15]1[CH2:16][O:17][CH2:18][CH2:19][NH:20]1.[cH:21]1[cH:22][cH:23][cH:24][cH:25][cH:26]1>>[C:1]([CH3:2])([CH3:3])([CH3:4])[O:5][C:6](=[O:7])[N:8]1[CH2:9][CH:10]=[C:11]([N:20]2[CH2:15][CH2:16][O:17][CH2:18][CH2:19]2)[CH2:12][CH2:13]1. Starting materials: ClC(C(=O)O)Cl (Dichloroacetic acid), NC=1N(C(=NN1)SCC(=O)NC1=C(C=C(C(=O)O)C=C1)Cl)C1=CC=C(C2=CC=C(C=C12)OC)C1CC1 (4-[2-(5-amino-4-[4-cyclopropyl-7-methoxynaphthalen-1-yl]-4H-1,2,4-triazol-3-ylthio)acetamido]-3-chlorobenzoic acid), N(=O)[O-].[Na+] (sodium nitrite), BrCBr (dibromomethane). Reagents/catalysts: [Br-].C(C1=CC=CC=C1)[N+](CC)(CC)CC (benzyltriethyl ammonium bromide). Run at time 18 hour. The product is BrC=1N(C(=NN1)SCC(=O)NC1=C(C=C(C(=O)O)C=C1)Cl)C1=CC=C(C2=CC=C(C=C12)OC)C1CC1 (4-[2-(5-bromo-4-[4-cyclopropyl-7-methoxynaphthalen-1-yl]-4H-1,2,4-triazol-3-ylthio)acetamido]-3-chlorobenzoic acid). Isolated yield 40.0%. Reaction SMILES: ClC(Cl)C(O)=O.N[C:8]1[N:9]([C:28]2[C:37]3[C:32](=[CH:33][CH:34]=[C:35]([O:38][CH3:39])[CH:36]=3)[C:31]([CH:40]3[CH2:42][CH2:41]3)=[CH:30][CH:29]=2)[C:10]([S:13][CH2:14][C:15]([NH:17][C:18]2[CH:26]=[CH:25][C:21]([C:22]([OH:24])=[O:23])=[CH:20][C:19]=2[Cl:27])=[O:16])=[N:11][N:12]=1.N([O-])=O.[Na+].[Br:47]CBr>[Br-].C([N+](CC)(CC)CC)C1C=CC=CC=1>[Br:47][C:8]1[N:9]([C:28]2[C:37]3[C:32](=[CH:33][CH:34]=[C:35]([O:38][CH3:39])[CH:36]=3)[C:31]([CH:40]3[CH2:42][CH2:41]3)=[CH:30][CH:29]=2)[C:10]([S:13][CH2:14][C:15]([NH:17][C:18]2[CH:26]=[CH:25][C:21]([C:22]([OH:24])=[O:23])=[CH:20][C:19]=2[Cl:27])=[O:16])=[N:11][N:12]=1 |f:2.3,5.6|. Reported procedure: Dichloroacetic acid (0.063 ml, 0.76 mmol) was added to a mixture of compound 12 (200 mg, 0.38 mmol), benzyltriethyl ammonium bromide (311 mg, 1.14 mmol) and sodium nitrite (526 mg, 7.63 mmol) in dibromomethane (3 mL). The mixture was stirred at room temperature for 18 hours in the dark. The reaction mixture was then concentrated and the resulting residue was purified by prep. TLC (95% dichloromethane/5% methanol) to afford 90.4 mg of 4-[2-(5-bromo-4-[4-cyclopropyl-7-methoxynaphthalen-1-yl]-4H-1,... Starting materials: CC(=O)O[BH-](OC(C)=O)OC(C)=O, O=C([O-])O, OCCNCc1ccccc1, CC#N, CC(=O)O, CN(CC1CC1)c1cnc(C=O)c(Cl)n1, [Na+], [Na+]. The product is CN(CC1CC1)c1cnc(CN(CCO)Cc2ccccc2)c(Cl)n1. Reaction SMILES: [C:1]([O:2][BH-:3]([O:4][C:5](=[O:6])[CH3:7])[O:8][C:9](=[O:10])[CH3:11])(=[O:12])[CH3:13].[C:41](=[O:42])([O-:43])[OH:44].[CH2:30]([c:31]1[cH:32][cH:33][cH:34][cH:35][cH:36]1)[NH:37][CH2:38][CH2:39][OH:40].[CH3:46][C:47]#[N:48].[CH3:49][C:50](=[O:51])[OH:52].[Cl:15][c:16]1[c:17]([CH:28]=[O:29])[n:18][cH:19][c:20]([N:22]([CH3:23])[CH2:24][CH:25]2[CH2:26][CH2:27]2)[n:21]1.[Na+:14].[Na+:45]>>[Cl:15][c:16]1[c:17]([CH2:28][N:37]([CH2:30][c:31]2[cH:32][cH:33][cH:34][cH:35][cH:36]2)[CH2:38][CH2:39][OH:40])[n:18][cH:19][c:20]([N:22]([CH3:23])[CH2:24][CH:25]2[CH2:26][CH2:27]2)[n:21]1. Starting materials: BrC1=CC=C(C=C1)CN1C(=NC2=CC=C(C=C2C1=O)C(C)(C)O)CCCC (3-[(4-bromophenyl) methyl]-2-butyl-6-(1-hydroxy-1-methylethyl)-4(3H)-quinazolinone), [Si](C)(C)(C(C)(C)C)Cl (t-butyldimethylsilyl chloride), N1C=NC=C1 (imidazole). The solvent is O (water), CN(C)C=O (DMF). Run at time 18 hour. Product: BrC1=CC=C(C=C1)CN1C(=NC2=CC=C(C=C2C1=O)C(C)(C)O[Si](C)(C)C(C)(C)C)CCCC (3-[(4-Bromophenyl)methyl]-2-butyl-6-[1-[[(1,1-dimethylethyl)dimethylsilyl]oxy]-1-methylethyl]-4(3H)-quinazolinone). Reaction SMILES: [Br:1][C:2]1[CH:7]=[CH:6][C:5]([CH2:8][N:9]2[C:18](=[O:19])[C:17]3[C:12](=[CH:13][CH:14]=[C:15]([C:20]([OH:23])([CH3:22])[CH3:21])[CH:16]=3)[N:11]=[C:10]2[CH2:24][CH2:25][CH2:26][CH3:27])=[CH:4][CH:3]=1.[Si:28](Cl)([C:31]([CH3:34])([CH3:33])[CH3:32])([CH3:30])[CH3:29].N1C=CN=C1>CN(C=O)C.O>[Br:1][C:2]1[CH:3]=[CH:4][C:5]([CH2:8][N:9]2[C:18](=[O:19])[C:17]3[C:12](=[CH:13][CH:14]=[C:15]([C:20]([O:23][Si:28]([C:31]([CH3:34])([CH3:33])[CH3:32])([CH3:30])[CH3:29])([CH3:21])[CH3:22])[CH:16]=3)[N:11]=[C:10]2[CH2:24][CH2:25][CH2:26][CH3:27])=[CH:6][CH:7]=1. Procedure: To a solution of 1.00 g of 3-[(4-bromophenyl) methyl]-2-butyl-6-(1-hydroxy-1-methylethyl)-4(3H)-quinazolinone in 2.0 ml of DMF is added 0.438 g of t-butyldimethylsilyl chloride followed by 0.4 g of imidazole. The reaction mixture is stirred at room temperature for 18 hours and then diluted with water and extracted with ether. The combined ether extracts are dried over MgSO4, filtered and concentrated in vacuo. The residue was purified by flash chromatography eluting with ethyl acetate/hexanes (1...